Dataset: the Open Reaction Database (ORD), a public repository of structured organic reaction records. Task: describe an organic reaction: reactants, conditions, products, and yield Starting materials: CS(=O)(=O)c1ccccc1S(=O)(=O)N=C=O, CC#N, COc1nc(N)nc(N(C)C)n1. The product is COc1nc(NC(=O)NS(=O)(=O)c2ccccc2S(C)(=O)=O)nc(N(C)C)n1. As a reaction SMILES: [CH3:13][S:14](=[O:15])(=[O:16])[c:17]1[c:18]([S:23](=[O:24])(=[O:25])[N:26]=[C:27]=[O:28])[cH:19][cH:20][cH:21][cH:22]1.[CH3:29][C:30]#[N:31].[NH2:1][c:2]1[n:3][c:4]([O:11][CH3:12])[n:5][c:6]([N:8]([CH3:9])[CH3:10])[n:7]1>>[NH:1]([c:2]1[n:3][c:4]([O:11][CH3:12])[n:5][c:6]([N:8]([CH3:9])[CH3:10])[n:7]1)[C:27]([NH:26][S:23]([c:18]1[c:17]([S:14]([CH3:13])(=[O:15])=[O:16])[cH:22][cH:21][cH:20][cH:19]1)(=[O:24])=[O:25])=[O:28]. The reactants are O=C([O-])O, CCN=C=NCCCN(C)C, CN(C)C=O, Cl, COc1ccc2c(=O)n(C)c(CN)c(-c3ccccc3)c2c1, [Na+], O, On1nnc2cccnc21, O=C(O)CCCCc1ccccc1. Product: COc1ccc2c(=O)n(C)c(CNC(=O)CCCCc3ccccc3)c(-c3ccccc3)c2c1. RXN SMILES: [C:58](=[O:59])([OH:60])[O-:61].[CH3:37][N:38]([CH3:39])[CH2:40][CH2:41][CH2:42][N:43]=[C:44]=[N:45][CH2:46][CH3:47].[CH3:63][N:64]([CH3:65])[CH:66]=[O:67].[ClH:36].[NH2:1][CH2:2][c:3]1[n:4]([CH3:22])[c:5](=[O:21])[c:6]2[cH:7][cH:8][c:9]([O:19][CH3:20])[cH:10][c:11]2[c:12]1-[c:13]1[cH:14][cH:15][cH:16][cH:17][cH:18]1.[Na+:62].[OH2:68].[OH:48][n:49]1[c:50]2[n:51][cH:52][cH:53][cH:54][c:55]2[n:56][n:57]1.[c:23]1([CH2:29][CH2:30][CH2:31][CH2:32][C:33](=[O:34])[OH:35])[cH:24][cH:25][cH:26][cH:27][cH:28]1>>[NH:1]([CH2:2][c:3]1[n:4]([CH3:22])[c:5](=[O:21])[c:6]2[cH:7][cH:8][c:9]([O:19][CH3:20])[cH:10][c:11]2[c:12]1-[c:13]1[cH:14][cH:15][cH:16][cH:17][cH:18]1)[C:33]([CH2:32][CH2:31][CH2:30][CH2:29][c:23]1[cH:24][cH:25][cH:26][cH:27][cH:28]1)=[O:34]. Starting materials: COC=1C=C(C=C2C=C(NC12)C(=O)OCC)OC=1C=NC(=CC1)COC (ethyl 7-methoxy-5-{[6-(methoxymethyl)pyridin-3-yl]oxy}-1H-indole-2-carboxylate), [OH-].[Na+] (sodium hydroxide). Run in O1CCCC1 (tetrahydrofuran), C(C)O (ethanol). Conditions: temperature 50 celsius, time 1 hour. Yields the product COC=1C=C(C=C2C=C(NC12)C(=O)O)OC=1C=NC(=CC1)COC (7-Methoxy-5-{[6-(methoxymethyl)pyridin-3-yl]oxy}-1H-indole-2-carboxylic acid). Isolated yield 103.5%. As a reaction SMILES: [CH3:1][O:2][C:3]1[CH:4]=[C:5]([O:17][C:18]2[CH:19]=[N:20][C:21]([CH2:24][O:25][CH3:26])=[CH:22][CH:23]=2)[CH:6]=[C:7]2[C:11]=1[NH:10][C:9]([C:12]([O:14]CC)=[O:13])=[CH:8]2.[OH-].[Na+]>O1CCCC1.C(O)C>[CH3:1][O:2][C:3]1[CH:4]=[C:5]([O:17][C:18]2[CH:19]=[N:20][C:21]([CH2:24][O:25][CH3:26])=[CH:22][CH:23]=2)[CH:6]=[C:7]2[C:11]=1[NH:10][C:9]([C:12]([OH:14])=[O:13])=[CH:8]2 |f:1.2|. Procedure: To a solution of ethyl 7-methoxy-5-{[6-(methoxymethyl)pyridin-3-yl]oxy}-1H-indole-2-carboxylate (2.39 g) in a mixture of tetrahydrofuran (15 mL) and ethanol (10 mL) was added 1M aqueous sodium hydroxide solution (10 mL), and the mixture was stirred at 50° C. for 1 h. The mixture was concentrated under reduced pressure. The residue was dissolved in water, and 1M hydrochloric acid (10 mL) was added to the mixture. The mixture was extracted with ethyl acetate. The organic layer was washed with satu... The reactants are COC(=O)C1(CCC(CC1)C(C)C)CC (1-ethyl-4-isopropyl-cyclohexanecarboxylic acid methyl ester), [OH-].[K+] (KOH). Run in CCO (EtOH). Product: C(C)C1(CCC(CC1)C(C)C)C(=O)O (1-ethyl-4-isopropyl-cyclohexanecarboxylic acid). The yield is 86.0%. RXN SMILES: C[O:2][C:3]([C:5]1([CH2:14][CH3:15])[CH2:10][CH2:9][CH:8]([CH:11]([CH3:13])[CH3:12])[CH2:7][CH2:6]1)=[O:4].[OH-].[K+]>CCO>[CH2:14]([C:5]1([C:3]([OH:4])=[O:2])[CH2:6][CH2:7][CH:8]([CH:11]([CH3:13])[CH3:12])[CH2:9][CH2:10]1)[CH3:15] |f:1.2|. Procedure details: 4-Isopropyl-cyclohexanecarboxylic acid methyl ester (1.1 g, 6 mmol) was alkylated using a method analogous to General Procedure F using LDA (9 mmol) and iodoethane (1.4 g, 9 mmol) in THF (20 mL) at −78° C. to RT to produce 1-ethyl-4-isopropyl-cyclohexanecarboxylic acid methyl ester (1.0 g, 78% yield) as a mixture of isomers. Hydrolysis of this ester using KOH (12.5 mmol) in aqueous EtOH (1:1; 5 mL) at 150° C. for 2 hr in a pressurized vessel following a microwave method analogous to General Proc... The reactants are Cl.N[C@](C[C@@H](C(F)(F)F)O)(C)C1=C(C=CC(=C1)Br)F ((2S,4S)-4-amino-4-(5-bromo-2-fluorophenyl)-1,1,1-trifluoropentan-2-ol hydrochloride), C(C)(C)N(CC)C(C)C (diisopropylethylamine), C(C1=CC=CC=C1)(=O)N=C=S (Benzoyl isothiocyanate), CCN=C=NCCC[N+](C)(C)C.[I-] (1-[3-(dimethylamino)propyl]-3-ethylcarbodiimide methiodide). Solvent: C1CCOC1 (THF), CCOC(=O)C.CCCCCC (EtOAc hexane). Reaction conditions: temperature 50 celsius, time 5 minute. The product is →, BrC=1C=CC(=C(C1)[C@]1(N=C(O[C@@H](C1)C(F)(F)F)NC(C1=CC=CC=C1)=O)C)F (N-((4S,6S)-4-(5-bromo-2-fluorophenyl)-4-methyl-6-(trifluoromethyl)-5,6-dihydro-4H-1,3-oxazin-2-yl)benzamide). Isolated yield 90.9%. Reaction SMILES: Cl.[NH2:2][C@@:3]([C:12]1[CH:17]=[C:16]([Br:18])[CH:15]=[CH:14][C:13]=1[F:19])([CH3:11])[CH2:4][C@H:5]([OH:10])[C:6]([F:9])([F:8])[F:7].C(N(C(C)C)CC)(C)C.[C:29]([N:37]=[C:38]=S)(=[O:36])[C:30]1[CH:35]=[CH:34][CH:33]=[CH:32][CH:31]=1.CCN=C=NCCC[N+](C)(C)C.[I-]>C1COCC1.CCOC(C)=O.CCCCCC>[Br:18][C:16]1[CH:15]=[CH:14][C:13]([F:19])=[C:12]([C@:3]2([CH3:11])[CH2:4][C@@H:5]([C:6]([F:7])([F:8])[F:9])[O:10][C:38]([NH:37][C:29](=[O:36])[C:30]3[CH:35]=[CH:34][CH:33]=[CH:32][CH:31]=3)=[N:2]2)[CH:17]=1 |f:0.1,4.5,7.8|. Reported procedure: A solution of (2S,4S)-4-amino-4-(5-bromo-2-fluorophenyl)-1,1,1-trifluoropentan-2-ol hydrochloride (4f, 693 mg, 1.890 mmol) in THF (10 mL) was treated with diisopropylethylamine (Aldrich; 823 μL, 4.73 mmol) and stirred for 5 min. Benzoyl isothiocyanate (Aldrich; 280 μL, 2.083 mmol) was added dropwise and the reaction mixture was stirred for 3 h. The reaction mixture was treated with 1-[3-(dimethylamino)propyl]-3-ethylcarbodiimide methiodide (Aldrich; 674 mg, 2.270 mmol) and heated to 70° C. for 2... The reactants are ClC1=NC=CC=C1C=1C(NC(N(C1)CCC=O)=O)=O (3-[5-(2-chloro-pyridin-3-yl)-2,4-dioxo-3,4-dihydro-2H-pyrimidin-1-yl]-propionaldehyde), FC(C1=CC=C(C=C1)[C@]12CNC[C@@H]2C1)(F)F ((1S,5R)-1-(4-trifluoromethyl-phenyl)-3-aza-bicyclo[3.1.0]hexane), [BH-](OC(=O)C)(OC(=O)C)OC(=O)C.[Na+] (NaBH(AcO)3), [OH-].[Na+] (NaOH). Run in ClC(C)Cl.CO (dichloroethane MeOH), CC(=O)O (AcOH). Run at temperature 0 celsius, time 1 hour. Product: free base, Cl.Cl.ClC1=NC=CC=C1C=1C(NC(N(C1)CCCN1C[C@]2(C[C@H]2C1)C1=CC=C(C=C1)C(F)(F)F)=O)=O (5-(2-chloro-3-pyridinyl)-1-(3-{(1S,5R)-1-[4-(trifluoromethyl)phenyl]-3-azabicyclo[3.1.0]hex-3-yl}propyl)-2,4(1H,3H)-pyrimidinedione dihydrochloride). The yield is 34.0%. Reaction SMILES: [Cl:1][C:2]1[C:7]([C:8]2[C:9](=[O:19])[NH:10][C:11](=[O:18])[N:12]([CH2:14][CH2:15][CH:16]=O)[CH:13]=2)=[CH:6][CH:5]=[CH:4][N:3]=1.[F:20][C:21]([F:35])([F:34])[C:22]1[CH:27]=[CH:26][C:25]([C@:28]23[CH2:33][C@H:32]2[CH2:31][NH:30][CH2:29]3)=[CH:24][CH:23]=1.[BH-](OC(C)=O)(OC(C)=O)OC(C)=O.[Na+].[OH-].[Na+]>ClC(Cl)C.CO.CC(O)=O>[ClH:1].[ClH:1].[Cl:1][C:2]1[C:7]([C:8]2[C:9](=[O:19])[NH:10][C:11](=[O:18])[N:12]([CH2:14][CH2:15][CH2:16][N:30]3[CH2:31][C@H:32]4[C@:28]([C:25]5[CH:24]=[CH:23][C:22]([C:21]([F:20])([F:35])[F:34])=[CH:27][CH:26]=5)([CH2:33]4)[CH2:29]3)[CH:13]=2)=[CH:6][CH:5]=[CH:4][N:3]=1 |f:2.3,4.5,6.7,9.10.11|. Reported procedure: A solution of 3-[5-(2-chloro-pyridin-3-yl)-2,4-dioxo-3,4-dihydro-2H-pyrimidin-1-yl]-propionaldehyde (Prep97, 128 mg, 0.46 mmol), (1S,5R)-1-(4-trifluoromethyl-phenyl)-3-aza-bicyclo[3.1.0]hexane (Prep4, 104 mg, 0.46 mmol), and AcOH (32 μl) in dichloroethane-MeOH (10-01, 4 ml) was cooled to 0° C. NaBH(AcO)3 (102 mg, 0.48 mmol) was added portionwise. The mixture was stirred at 0° C. for further 1 hour and then basified with 1N NaOH. The product was extracted with DCM. The organic phase was dried (Na... The reactants are C(C)OC(CBr)=O (Ethylbromoacetate), OC1=CC=C(C=O)C=C1 (4-Hydroxybenzaldehyde), C([O-])([O-])=O.[K+].[K+] (potassium carbonate), CS(=O)(=O)O (methanesulfonic acid), II (iodine). Solvent: O (water), C1(=CC=CC=C1)C (toluene), O (water). The product is C(=O)(OCC)COC1=CC=C(C=O)C=C1 (4-((carboethoxy)methoxy)benzaldehyde). Reaction SMILES: [OH:1][C:2]1[CH:9]=[CH:8][C:5]([CH:6]=[O:7])=[CH:4][CH:3]=1.C(=O)([O-])[O-].[K+].[K+].CS(O)(=O)=O.II.[CH2:23]([O:25][C:26](=[O:29])[CH2:27]Br)[CH3:24]>O.C1(C)C=CC=CC=1>[C:26]([CH2:27][O:1][C:2]1[CH:9]=[CH:8][C:5]([CH:6]=[O:7])=[CH:4][CH:3]=1)([O:25][CH2:23][CH3:24])=[O:29] |f:1.2.3|. Procedure: 4-Hydroxybenzaldehyde (250 g, 2.05 M), potassium carbonate (565 g, 4.09 M), toluene (2.5 L), methanesulfonic acid (20 g, 0.21 M) and iodine (2 g, catalytic) were taken in a 5 L 4-neck round bottom flask with mechanical stirrer and a Dean-Stark condenser. Ethylbromoacetate (341 g, 2.05 M) was added and the reaction was refluxed for 6-8 hours, under azeotropic removal of water, while monitoring the reaction on TLC. After the completion of the reaction, water was added and the organic layer separat...